This data is from the Open Reaction Database (ORD), a public repository of structured organic reaction records. The task is: describe an organic reaction: reactants, conditions, products, and yield Run at time 10 minute. The product is CC=1C=C2C(=NC1)N(C1=C2CN(CC1)C)CCC=1C=NC(=CC1)C(F)(F)F (3,6-dimethyl-9-(2-(6-(trifluoromethyl)pyridin-3-yl)ethyl)-6,7,8,9-tetrahydro-5H-pyrrolo[2,3-b:4,5-c′]dipyridine). RXN SMILES: [CH3:1][C:2]1[CH:3]=[C:4]2[C:10]3[CH2:11][N:12]([CH3:15])[CH2:13][CH2:14][C:9]=3[NH:8][C:5]2=[N:6][CH:7]=1.[OH-].[K+].[F:18][C:19]([F:29])([F:28])[C:20]1[CH:25]=[CH:24][C:23]([CH:26]=[CH2:27])=[CH:22][N:21]=1>CN1C(=O)CCC1.O>[CH3:1][C:2]1[CH:3]=[C:4]2[C:10]3[CH2:11][N:12]([CH3:15])[CH2:13][CH2:14][C:9]=3[N:8]([CH2:27][CH2:26][C:23]3[CH:22]=[N:21][C:20]([C:19]([F:29])([F:18])[F:28])=[CH:25][CH:24]=3)[C:5]2=[N:6][CH:7]=1 |f:1.2|. Starting materials: CC=1C=C2C(=NC1)NC1=C2CN(CC1)C (3,6-dimethyl-6,7,8,9-tetrahydro-5H-pyrrolo[2,3-b:4,5-c′]dipyridine), [OH-].[K+] (KOH), FC(C1=NC=C(C=C1)C=C)(F)F (2-(trifluoromethyl)-5-vinylpyridine). The yield is 21.4%. The solvent is O (water), CN1CCCC1=O (NMP). Procedure: To a stirred solution of 3,6-dimethyl-6,7,8,9-tetrahydro-5H-pyrrolo[2,3-b:4,5-c′]dipyridine (201 mg, 1.0 mmol) in NMP (3 mL) was added powdered KOH (392 mg, 7.0 mmol). After stirring for 10 min at RT, 2-(trifluoromethyl)-5-vinylpyridine (346 mg, 2.0 mmol) was added to the reaction mixture and stirring continued for another 3 h. The progress of reaction was monitored by TLC and NMR. The reaction mixture was diluted with water (20 mL) and extracted with EtOAc (3×20 mL). The organic layer was washe... Reactants: BrC1=CC2=C(C=3N=C(SC3CCO2)C=2N(N=CN2)CC(F)(F)F)C=C1 (8-Bromo-2-[2-(2,2,2-trifluoro-ethyl)-2H-[1,2,4]triazol-3-yl]-4,5-dihydro-6-oxa-3-thia-1-aza-benzo[e]azulene), C(C)(C)(C)OC(NC(CN1N=CC(=C1)B1OC(C(O1)(C)C)(C)C)(C)C)=O ({1,1-Dimethyl-2-[4-(4,4,5,5-tetramethyl-[1,3,2]dioxaborolan-2-yl)-pyrazol-1-yl]-ethyl}-carbamic acid tert-butyl ester). Product: C(C)(C)(C)OC(NC(CN1N=CC(=C1)C1=CC2=C(C=3N=C(SC3CCO2)C=2N(N=CN2)CC(F)(F)F)C=C1)(C)C)=O ([1,1-Dimethyl-2-(4-{2-[2-(2,2,2-trifluoro-ethyl)-2H-[1,2,4]triazol-3-yl]-4,5-dihydro-6-oxa-3-thia-1-aza-benzo[e]azulen-8-yl}-pyrazol-1-yl)-ethyl]-carbamic acid tert-butyl ester). As a reaction SMILES: Br[C:2]1[CH:25]=[CH:24][C:5]2[C:6]3[N:7]=[C:8]([C:14]4[N:15]([CH2:19][C:20]([F:23])([F:22])[F:21])[N:16]=[CH:17][N:18]=4)[S:9][C:10]=3[CH2:11][CH2:12][O:13][C:4]=2[CH:3]=1.[C:26]([O:30][C:31](=[O:51])[NH:32][C:33]([CH3:50])([CH3:49])[CH2:34][N:35]1[CH:39]=[C:38](B2OC(C)(C)C(C)(C)O2)[CH:37]=[N:36]1)([CH3:29])([CH3:28])[CH3:27]>>[C:26]([O:30][C:31](=[O:51])[NH:32][C:33]([CH3:50])([CH3:49])[CH2:34][N:35]1[CH:39]=[C:38]([C:2]2[CH:25]=[CH:24][C:5]3[C:6]4[N:7]=[C:8]([C:14]5[N:15]([CH2:19][C:20]([F:23])([F:21])[F:22])[N:16]=[CH:17][N:18]=5)[S:9][C:10]=4[CH2:11][CH2:12][O:13][C:4]=3[CH:3]=2)[CH:37]=[N:36]1)([CH3:29])([CH3:27])[CH3:28]. Reported procedure: Following the procedure for 114, 8-Bromo-2-[2-(2,2,2-trifluoro-ethyl)-2H-[1,2,4]triazol-3-yl]-4,5-dihydro-6-oxa-3-thia-1-aza-benzo[e]azulene was reacted with {1,1-Dimethyl-2-[4-(4,4,5,5-tetramethyl-[1,3,2]dioxaborolan-2-yl)-pyrazol-1-yl]-ethyl}-carbamic acid tert-butyl ester to give [1,1-Dimethyl-2-(4-{2-[2-(2,2,2-trifluoro-ethyl)-2H-[1,2,4]triazol-3-yl]-4,5-dihydro-6-oxa-3-thia-1-aza-benzo[e]azulen-8-yl}-pyrazol-1-yl)-ethyl]-carbamic acid tert-butyl ester. MS(ESI+) 590.2. Reactants: II (Iodine), C1(=CC=CC=C1)P(C1=CC=CC=C1)C1=CC=CC=C1 (triphenylphosphine), N1C=NC=C1 (imidazole), C(C1=CC=CC=C1)[C@H]1N(C(OC1)=O)C([C@H](C(C)C)CO)=O (4-(R)-benzyl-3-(2-(R)-hydroxymethyl-3-methylbutyryl)oxazolidin-2-one). Solvent: C1(=CC=CC=C1)C (toluene). Conditions: temperature 80 celsius. Yields the product C(C1=CC=CC=C1)[C@H]1N(C(OC1)=O)C(C(C(C)C)CI)=O (4-(R)-Benzyl-3-(2-iodomethyl-3-methylbutyryl)oxazolidin-2-one). The yield is 91.0%. RXN SMILES: [I:1]I.C1(P(C2C=CC=CC=2)C2C=CC=CC=2)C=CC=CC=1.N1C=CN=C1.[CH2:27]([C@@H:34]1[CH2:38][O:37][C:36](=[O:39])[N:35]1[C:40](=[O:47])[C@@H:41]([CH2:45]O)[CH:42]([CH3:44])[CH3:43])[C:28]1[CH:33]=[CH:32][CH:31]=[CH:30][CH:29]=1>C1(C)C=CC=CC=1>[CH2:27]([C@@H:34]1[CH2:38][O:37][C:36](=[O:39])[N:35]1[C:40](=[O:47])[CH:41]([CH2:45][I:1])[CH:42]([CH3:44])[CH3:43])[C:28]1[CH:33]=[CH:32][CH:31]=[CH:30][CH:29]=1. Procedure: Iodine (42 g), triphenylphosphine (47 g) and imidazole (12 g) were added to a solution of 4-(R)-benzyl-3-(2-(R)-hydroxymethyl-3-methylbutyryl)oxazolidin-2-one (45 g) in toluene (400 ml) and the mixture was heated to 80° C. for 1 h, then cooled and washed with water and saturated brine. The solvent was dried (Na2SO4) and evaporated and the residue filtered through silica (200 g) eluting with diethyl ether-hexane 1:1 to give the title compound as a yellow viscous oil (56.4 g). Starting materials: FC1=C(C=CC(=C1)CCNCCCCCCNCCC1=CC=CC=C1)O (2-Fluoro-4-[2-[6-(2-phenylethylamino)hexylamino]ethyl]phenol), Br (hydrobromic acid). Reagents/catalysts: [PH2](=O)O (hypophosphorous acid). Yields the product Br.Br.FC1=C(C=CC(=C1)CCNCCCCCCNCCC1=CC=CC=C1)O (2-Fluoro-4-[2-[6-(2-phenylethylamino)hexylamino]ethyl]phenol dihydrobromide). As a reaction SMILES: [F:1][C:2]1[CH:7]=[C:6]([CH2:8][CH2:9][NH:10][CH2:11][CH2:12][CH2:13][CH2:14][CH2:15][CH2:16][NH:17][CH2:18][CH2:19][C:20]2[CH:25]=[CH:24][CH:23]=[CH:22][CH:21]=2)[CH:5]=[CH:4][C:3]=1[OH:26].[BrH:27]>[PH2](O)=O>[BrH:27].[BrH:27].[F:1][C:2]1[CH:7]=[C:6]([CH2:8][CH2:9][NH:10][CH2:11][CH2:12][CH2:13][CH2:14][CH2:15][CH2:16][NH:17][CH2:18][CH2:19][C:20]2[CH:21]=[CH:22][CH:23]=[CH:24][CH:25]=2)[CH:5]=[CH:4][C:3]=1[OH:26] |f:3.4.5|. Reported procedure: The product from step (b) (1.8 g) in 48% hydrobromic acid (18 ml) containing hypophosphorous acid (10 drops) was boiled at reflux under nitrogen for 5.5 hr. The solid which separated on cooling the solution was collected and recrystallised from water giving the dihydrobromide salt of the title compound as colourless needles (1.3 g) mp 240.5°-242.5°. Reactants: OC=1C=CC(=NC1)C (5-hydroxypicoline), N1C=NC=C1 (imidazole), [Si](C1=CC=CC=C1)(C1=CC=CC=C1)(C(C)(C)C)Cl (t-butyldiphenylsilylchloride). Solvent: C(Cl)Cl (CH2Cl2). Yields the product [Si](C1=CC=CC=C1)(C1=CC=CC=C1)(C(C)(C)C)OC=1C=CC(=NC1)C (5-(t-Butyldiphenylsilyloxy)-2-picoline). As a reaction SMILES: [OH:1][C:2]1[CH:3]=[CH:4][C:5]([CH3:8])=[N:6][CH:7]=1.N1C=CN=C1.[Si:14](Cl)([C:27]([CH3:30])([CH3:29])[CH3:28])([C:21]1[CH:26]=[CH:25][CH:24]=[CH:23][CH:22]=1)[C:15]1[CH:20]=[CH:19][CH:18]=[CH:17][CH:16]=1>C(Cl)Cl>[Si:14]([O:1][C:2]1[CH:3]=[CH:4][C:5]([CH3:8])=[N:6][CH:7]=1)([C:27]([CH3:30])([CH3:29])[CH3:28])([C:21]1[CH:22]=[CH:23][CH:24]=[CH:25][CH:26]=1)[C:15]1[CH:20]=[CH:19][CH:18]=[CH:17][CH:16]=1. Procedure details: A solution of 10.9 g 5-hydroxypicoline, 8.85 g imidazole, and 29.9 mL t-butyldiphenylsilylchloride in 500 mL of CH2Cl2 was stirred for 4 days at 25° C. The mixture was washed with H2O, brine, dried over MgSO4, and concentrated under vacuum. The crude product was purified by silica gel chromatography (EtOAc/Hexane 10:90) to afford the pure title compound as an oil. The reactants are Cc1ccccc1, O=C(CCCCl)c1ccc(F)cc1, [I-], [K+], c1ccc(C23CNCC2C3)cc1. Product: Cl, c1ccc(C23CNCC2C3)cc1. Reaction SMILES: [CH3:28][c:29]1[cH:30][cH:31][cH:32][cH:33][cH:34]1.[Cl:13][CH2:14][CH2:15][CH2:16][C:17]([c:18]1[cH:19][cH:20][c:21]([F:22])[cH:23][cH:24]1)=[O:25].[I-:27].[K+:26].[c:1]1([C:7]23[CH2:8][NH:9][CH2:10][CH:11]2[CH2:12]3)[cH:2][cH:3][cH:4][cH:5][cH:6]1>>[ClH:13].[c:1]1([C:7]23[CH2:8][NH:9][CH2:10][CH:11]2[CH2:12]3)[cH:2][cH:3][cH:4][cH:5][cH:6]1. The reactants are Cl (HCl), C(CCC)[Li] (n-Butyllithium), BrC=1C=C(C=CC1)C (3-bromotoluene), B(OC)(OC)OC (trimethyl borate). The solvent is C1CCOC1 (THF). Conditions: temperature -78 celsius, time 30 minute. Yields the product CC=1C=C(C=CC1)B(O)O (3-methylphenyl boronic acid). Yield: 91.7%. Reaction SMILES: C([Li])CCC.Br[C:7]1[CH:8]=[C:9]([CH3:13])[CH:10]=[CH:11][CH:12]=1.[B:14](OC)([O:17]C)[O:15]C.Cl>C1COCC1>[CH3:13][C:9]1[CH:8]=[C:7]([B:14]([OH:17])[OH:15])[CH:12]=[CH:11][CH:10]=1. Procedure details: n-Butyllithium (15 mL, 2.5M in hexane, 37.4 mmol) was added dropwise to a solution of 3-bromotoluene (5.8 g, 34.0 mmol) in 50 mL of THF cooled to -78° C. The resulting suspension was stirred at -78° C. for 30 min, treated with trimethyl borate (10.6 g, 102.2 mmol), stirred -78° C. for 10 min, and allowed to warm to room temperature. The reaction mixture was stirred at room temperature for 16 hours, then cooled in an ice bath and acidified to pH 6 with 2N HCl. The mixture was extracted with methy... Reactants: ClC1=CC(=NC2=CC=C(C=C12)C)N1CCS(C2=C(C1)C=CC=C2)=O (4-(4-chloro-6-methylquinolin-2-yl)-2,3,4,5-tetrahydro-1,4-benzothiazepine 1-oxide), NCCO (2-amino-ethanol). Product: CC=1C=C2C(=CC(=NC2=CC1)N1CCS(C2=C(C1)C=CC=C2)=O)NCCO (2-{[6-Methyl-2-(1-oxido-2,3-dihydro-1,4-benzothiazepin-4(5H)-yl)quinolin-4-yl]amino}ethanol). Reaction SMILES: Cl[C:2]1[C:11]2[C:6](=[CH:7][CH:8]=[C:9]([CH3:12])[CH:10]=2)[N:5]=[C:4]([N:13]2[CH2:19][C:18]3[CH:20]=[CH:21][CH:22]=[CH:23][C:17]=3[S:16](=[O:24])[CH2:15][CH2:14]2)[CH:3]=1.[NH2:25][CH2:26][CH2:27][OH:28]>>[CH3:12][C:9]1[CH:10]=[C:11]2[C:6](=[CH:7][CH:8]=1)[N:5]=[C:4]([N:13]1[CH2:19][C:18]3[CH:20]=[CH:21][CH:22]=[CH:23][C:17]=3[S:16](=[O:24])[CH2:15][CH2:14]1)[CH:3]=[C:2]2[NH:25][CH2:26][CH2:27][OH:28]. Procedure details: The title compound was prepared in analogy to Example 18-1 in Scheme 6 by using 4-(4-chloro-6-methylquinolin-2-yl)-2,3,4,5-tetrahydro-1,4-benzothiazepine 1-oxide (prepared in analogy to the one in Example 18-1) and 2-amino-ethanol. MS obsd. (ESI+) [(M+H)+] 382, 1H NMR (400 MHz, CD3OD) δ ppm 7.92 (s, 1 H), 7.85-7.80 (d, J=8.4 Hz, 1 H), 7.80-7.75 (d, J=7.6 Hz, 1 H), 7.75-7.70 (d, J=7.2 Hz, 1 H), 7.61-7.50 (m, 3 H), 6.10 (s, 1 H), 5.48-5.39 (m, 1 H), 5.08-4.95 (m, 1 H), 4.80-4.70 (m, 1 H), 4.52-4.4... The reactants are COCC(C)O, COCC(C)OC(CCC#N)OC. Product: COCC(C)OC(CCC#N)OC(C)COC. RXN SMILES: [CH3:1][CH:2]([CH2:3][O:4][CH3:5])[OH:6].[CH3:7][O:8][CH:9]([CH2:10][CH2:11][C:12]#[N:13])[O:14][CH:15]([CH2:16][O:17][CH3:18])[CH3:19]>>[CH3:1][CH:2]([CH2:3][O:4][CH3:5])[O:6][CH:9]([CH2:10][CH2:11][C:12]#[N:13])[O:14][CH:15]([CH2:16][O:17][CH3:18])[CH3:19].